From a dataset of the Open Reaction Database (ORD), a public repository of structured organic reaction records. describe an organic reaction: reactants, conditions, products, and yield The reactants are CC1(OCCO1)C1=CN=C(S1)CN1N=CC(=N1)[N+](=O)[O-] (2-[5-(2-methyl-[1,3]dioxolan-2-yl)-thiazol-2-ylmethyl]-4-nitro-2H-[1,2,3]triazole), [NH4+].[Cl-] (NH4Cl), N#N (N2). The reagents and catalysts are [Fe] (iron). Run in CCO (EtOH), O (water). Conditions: temperature 75 celsius, time 60 minute. The product is CC1(OCCO1)C1=CN=C(S1)CN1N=CC(=N1)N (2-[5-(2-Methyl-[1,3]dioxolan-2-yl)-thiazol-2-ylmethyl]-2H-[1,2,3]triazol-4-ylamine). As a reaction SMILES: N#N.[CH3:3][C:4]1([C:9]2[S:13][C:12]([CH2:14][N:15]3[N:19]=[C:18]([N+:20]([O-])=O)[CH:17]=[N:16]3)=[N:11][CH:10]=2)[O:8][CH2:7][CH2:6][O:5]1.[NH4+].[Cl-]>CCO.O.[Fe]>[CH3:3][C:4]1([C:9]2[S:13][C:12]([CH2:14][N:15]3[N:19]=[C:18]([NH2:20])[CH:17]=[N:16]3)=[N:11][CH:10]=2)[O:5][CH2:6][CH2:7][O:8]1 |f:2.3|. Procedure: In a flame dried round-bottomed flask equipped with a magnetic stir bar and under inert atmosphere (N2), a mixture of 2-[5-(2-methyl-[1,3]dioxolan-2-yl)-thiazol-2-ylmethyl]-4-nitro-2H-[1,2,3]triazole (220 mg, 0.74 mmol), iron powder (125 mg, 2.22 mmol) and NH4Cl (200 mg, 3.70 mmol) in a mixture of EtOH (3.0 mL) and water (1.5 mL) was stirred at 75° C. for 60 min. The reaction mixture was filtered while hot and concentrated under reduced pressure. CH2Cl2 (10 mL) was added followed by 1N NaOH (10 ... Run in C(C)O (ethanol), C(C)O (ethanol), C(C)O (ethanol). The product is OC1=C(C=C(C=C1)O)C1SCC(N1)C(=O)OCC (Ethyl 2-(2,5-dihydroxyphenyl)-1,3-thiazolidine-4-carboxylate). Reaction SMILES: Cl.[NH2:2][C@H:3]([C:6]([OH:8])=[O:7])[CH2:4][SH:5].[CH2:9](N(C(C)C)C(C)C)[CH3:10].[OH:18][C:19]1[CH:26]=[CH:25][C:24]([OH:27])=[CH:23][C:20]=1[CH:21]=O>C(O)C>[OH:18][C:19]1[CH:26]=[CH:25][C:24]([OH:27])=[CH:23][C:20]=1[CH:21]1[NH:2][CH:3]([C:6]([O:8][CH2:9][CH3:10])=[O:7])[CH2:4][S:5]1 |f:0.1|. Starting materials: OC1=C(C=O)C=C(C=C1)O (2,5-dihydroxybenzaldehyde), ethyl ester, Cl.N[C@@H](CS)C(=O)O (L-cysteine hydrochloride), C(C)N(C(C)C)C(C)C (ethyldiisopropylamine). Reported procedure: To a round bottom flask, equipped with magnetic stirrer, containing 9.25 g (50 mM) ethyl ester of L-cysteine hydrochloride in 75 mL of absolute ethanol was added 8.4 mL (48 mM) ethyldiisopropylamine. A clear solution was obtained after stirring for several minutes with a magnetic stirrer under nitrogen. To this solution was added 6.65 g (49 mM) 2,5-dihydroxybenzaldehyde in 50 mL absolute ethanol, and the reaction mixture was stirred for another 4 hrs. Evaporation to dryness produced a viscous oi...